This data is from the Open Reaction Database (ORD), a public repository of structured organic reaction records. The task is: describe an organic reaction: reactants, conditions, products, and yield Reactants: C(C)(C)(C)OC(=O)C=1N(C(=NC1)C(=O)N1CCOCCC1)CC1=NOC(=C1)C=1SC(=CC1)Cl (3-[5-(5-Chloro-thiophen-2-yl)-isoxazol-3-ylmethyl]-2-([1,4]oxazepane-4-carbonyl)-3H-imidazole-4-carboxylic acid tert-butyl ester), C(=O)(C(F)(F)F)O (TFA), C(=O)(C(F)(F)F)O (TFA). Reaction conditions: temperature 40 celsius, time 3 hour. The product is ClC1=CC=C(S1)C1=CC(=NO1)CN1C(=NC=C1C(=O)O)C(=O)N1CCOCCC1 (3-[5-(5-Chloro-thiophen-2-yl)-isoxazol-3-ylmethyl]-2-([1,4]oxazepane-4-carbonyl)-3H-imidazole-4-carboxylic acid). RXN SMILES: C([O:5][C:6]([C:8]1[N:9]([CH2:22][C:23]2[CH:27]=[C:26]([C:28]3[S:29][C:30]([Cl:33])=[CH:31][CH:32]=3)[O:25][N:24]=2)[C:10]([C:13]([N:15]2[CH2:21][CH2:20][CH2:19][O:18][CH2:17][CH2:16]2)=[O:14])=[N:11][CH:12]=1)=[O:7])(C)(C)C.C(O)(C(F)(F)F)=O>>[Cl:33][C:30]1[S:29][C:28]([C:26]2[O:25][N:24]=[C:23]([CH2:22][N:9]3[C:8]([C:6]([OH:7])=[O:5])=[CH:12][N:11]=[C:10]3[C:13]([N:15]3[CH2:21][CH2:20][CH2:19][O:18][CH2:17][CH2:16]3)=[O:14])[CH:27]=2)=[CH:32][CH:31]=1. Procedure: To the resulting solution containing 3-[5-(5-Chloro-thiophen-2-yl)-isoxazol-3-ylmethyl]-2-([1,4]oxazepane-4-carbonyl)-3H-imidazole-4-carboxylic acid tert-butyl ester was added TFA (216 μL). The mixture was stirred for 3 h at RT and for 3 h at 40° C. More TFA (1 mL) was added and stirring was continued at 50° C. for 2 h. The mixture was concentrated under reduced pressure. The residue was evaporated three times from toluene to provide crude 3-[5-(5-Chloro-thiophen-2-yl)-isoxazol-3-ylmethyl]-2-([1... Reactants: solution, BrC=1C=C(C=C2C=NC(=NC12)NC1=CC=C(C=C1)S(=O)(=O)N)C(F)(F)F (4-(8-bromo-6-(trifluoromethyl)quinazolin-2-ylamino)benzenesulfonamide), FC1=NC=C(C=C1)B(O)O (2-fluoro-5-pyridineboronic acid), (dppf)Pd(II)Cl2-CH2Cl2, C([O-])([O-])=O.[K+].[K+] (potassium carbonate). The solvent is COCCOC (DME), C(C)(=O)OCC (ethyl acetate). Product: FC1=CC=C(C=N1)C=1C=C(C=C2C=NC(=NC12)NC1=CC=C(C=C1)S(=O)(=O)N)C(F)(F)F (4-(8-(6-fluoropyridin-3-yl)-6-(trifluoromethyl)quinazolin-2-ylamino)benzenesulfonamide). As a reaction SMILES: Br[C:2]1[CH:3]=[C:4]([C:23]([F:26])([F:25])[F:24])[CH:5]=[C:6]2[C:11]=1[N:10]=[C:9]([NH:12][C:13]1[CH:18]=[CH:17][C:16]([S:19]([NH2:22])(=[O:21])=[O:20])=[CH:15][CH:14]=1)[N:8]=[CH:7]2.[F:27][C:28]1[CH:33]=[CH:32][C:31](B(O)O)=[CH:30][N:29]=1.C(=O)([O-])[O-].[K+].[K+]>COCCOC.C(OCC)(=O)C>[F:27][C:28]1[N:29]=[CH:30][C:31]([C:2]2[CH:3]=[C:4]([C:23]([F:26])([F:24])[F:25])[CH:5]=[C:6]3[C:11]=2[N:10]=[C:9]([NH:12][C:13]2[CH:14]=[CH:15][C:16]([S:19]([NH2:22])(=[O:21])=[O:20])=[CH:17][CH:18]=2)[N:8]=[CH:7]3)=[CH:32][CH:33]=1 |f:2.3.4|. Procedure details: To a 0.050 M solution of 4-(8-bromo-6-(trifluoromethyl)quinazolin-2-ylamino)benzenesulfonamide (1.0 eq) in DME was added 2-fluoro-5-pyridineboronic acid (3.0 eq), (dppf)Pd(II)Cl2-CH2Cl2 (0.050 eq) and 2M aqueous potassium carbonate (8.0 eq). The mixture was microwaved at 120° C. for 10 min and then diluted with ethyl acetate and filtered through a pad of silica gel. The filtrate was concentrated to give the desired product which was used without further purification. ES/MS m/z 464 (MH+). Starting materials: N1C=NC2=C1C=CC(=C2)CC(C(=O)N2CCC(CC2)C)NS(=O)(=O)C=2C=CC=1N(C3=CC=CC=C3C1C2)CC(=O)OCC (ethyl [3-[[1-(1H-benzimidazol-5-yl-methyl)-2-(4-methyl-piperidin-1-yl)-2-oxo-ethyl]sulphamoyl]-carbazol-9-yl]-acetate), [OH-].[Na+] (sodium hydroxide), Cl (hydrochloric acid). The solvent is O1CCOCC1 (dioxane), CO (methanol), O (water). Run at temperature 20 celsius, time 1 hour. Product: N1C=NC2=C1C=CC(=C2)CC(C(=O)N2CCC(CC2)C)NS(=O)(=O)C=2C=CC=1N(C3=CC=CC=C3C1C2)CC(=O)O (3-[[1-(1H-Benzimidazol-5-yl-methyl)-2-(4-methyl-piperidin-1-yl)-2-oxo-ethyl]sulphamoyl]-carbazol-9-yl-acetic acid). Reaction SMILES: [NH:1]1[C:5]2[CH:6]=[CH:7][C:8]([CH2:10][CH:11]([NH:21][S:22]([C:25]3[CH:26]=[CH:27][C:28]4[N:29]([CH2:38][C:39]([O:41]CC)=[O:40])[C:30]5[C:35]([C:36]=4[CH:37]=3)=[CH:34][CH:33]=[CH:32][CH:31]=5)(=[O:24])=[O:23])[C:12]([N:14]3[CH2:19][CH2:18][CH:17]([CH3:20])[CH2:16][CH2:15]3)=[O:13])=[CH:9][C:4]=2[N:3]=[CH:2]1.[OH-].[Na+].Cl>O1CCOCC1.CO.O>[NH:1]1[C:5]2[CH:6]=[CH:7][C:8]([CH2:10][CH:11]([NH:21][S:22]([C:25]3[CH:26]=[CH:27][C:28]4[N:29]([CH2:38][C:39]([OH:41])=[O:40])[C:30]5[C:35]([C:36]=4[CH:37]=3)=[CH:34][CH:33]=[CH:32][CH:31]=5)(=[O:24])=[O:23])[C:12]([N:14]3[CH2:19][CH2:18][CH:17]([CH3:20])[CH2:16][CH2:15]3)=[O:13])=[CH:9][C:4]=2[N:3]=[CH:2]1 |f:1.2|. Procedure: To a solution of 0.6 g (0.001 Mol) of ethyl [3-[[1-(1H-benzimidazol-5-yl-methyl)-2-(4-methyl-piperidin-1-yl)-2-oxo-ethyl]sulphamoyl]-carbazol-9-yl]-acetate in 5 ml of dioxane and 5 ml of methanol are added dropwise 4 ml of 1N sodium hydroxide solution and the mixture is stirred at 20° C. for one hour. It is then diluted with 20 ml of water and mixed with 4 ml of 1N hydrochloric acid. The organic solvent is eliminated in vacuo, the product precipitated is suction filtered, washed with water and d... The reactants are Cl (HCl), ClC1=CC(=C(C=C1)C1(CCN(CC1)C(=O)OC(C)(C)C)C#N)F (1,1-dimethylethyl 4-(4-chloro-2-fluorophenyl)-4-cyano-1-piperidinecarboxylate). The solvent is O1CCOCC1 (1,4-dioxane). Run at temperature 45 celsius, time 1 hour. Yields the product ClC1=CC(=C(C=C1)C1(CCNCC1)C#N)F (4-(4-chloro-2-fluorophenyl)-4-piperidinecarbonitrile). RXN SMILES: Cl.[Cl:2][C:3]1[CH:8]=[CH:7][C:6]([C:9]2([C:22]#[N:23])[CH2:14][CH2:13][N:12](C(OC(C)(C)C)=O)[CH2:11][CH2:10]2)=[C:5]([F:24])[CH:4]=1>O1CCOCC1>[Cl:2][C:3]1[CH:8]=[CH:7][C:6]([C:9]2([C:22]#[N:23])[CH2:14][CH2:13][NH:12][CH2:11][CH2:10]2)=[C:5]([F:24])[CH:4]=1. Reported procedure: HCl (4.0 N in dioxane, 10 mL, 40 mmol, 7.1 equiv) was added to a solution of 1,1-dimethylethyl 4-(4-chloro-2-fluorophenyl)-4-cyano-1-piperidinecarboxylate (1.9 g, 5.6 mmol, 1 equiv) in 1,4-dioxane (25 mL) at 23° C. The resulting solution was warmed to 45° C. and stirred for 1 hour (white precipitation formed). The suspension was concentrated to afford 4-(4-chloro-2-fluorophenyl)-4-piperidinecarbonitrile as a pale-yellow solid. EtOH (1.6 mL, 38.1 mmol, 6.8 equiv) was slowly added to a suspension ... Reactants: C(C)(C)(C)N1C=C(C(C2=CC(=C(C(=C12)F)F)F)=O)C(=O)O (1-tert-Butyl-6,7,8-trifluoro-1,4-dihydro-4-oxoquinoline-3-carboxylic acid), Br.Br.C1=2CNCC2CNC1 (3,7-diazabicyclo-[3.3.0] oct-1(5)-ene dihydrobromide), N12CCCCCC2=NCCC1 (1,8-diazabicyclo [5.4.0] undec-7-ene). Run in C(C)#N (acetonitrile). Yields the product C(C)(C)(C)N1C=C(C(C2=CC(=C(C(=C12)F)N1CC=2CNCC2C1)F)=O)C(=O)O (1-tert-butyl-7-[3,7-diazabicylo [3.3.0] oct-1(5)-en-3-yl]-6,8-difluoro-1,4-dihydro-4-oxoquinoline-3-carboxylic acid). Isolated yield 91.3%. As a reaction SMILES: [C:1]([N:5]1[C:14]2[C:9](=[CH:10][C:11]([F:17])=[C:12](F)[C:13]=2[F:15])[C:8](=[O:18])[C:7]([C:19]([OH:21])=[O:20])=[CH:6]1)([CH3:4])([CH3:3])[CH3:2].Br.Br.[C:24]12[CH2:31][NH:30][CH2:29][C:28]=1[CH2:27][NH:26][CH2:25]2.N12CCCN=C1CCCCC2>C(#N)C>[C:1]([N:5]1[C:14]2[C:9](=[CH:10][C:11]([F:17])=[C:12]([N:26]3[CH2:27][C:28]4[CH2:29][NH:30][CH2:31][C:24]=4[CH2:25]3)[C:13]=2[F:15])[C:8](=[O:18])[C:7]([C:19]([OH:21])=[O:20])=[CH:6]1)([CH3:4])([CH3:3])[CH3:2] |f:1.2.3|. Procedure details: 1-tert-Butyl-6,7,8-trifluoro-1,4-dihydro-4-oxoquinoline-3-carboxylic acid (0.32 g), 3,7-diazabicyclo-[3.3.0] oct-1(5)-ene dihydrobromide (0.3 g) and 1,8-diazabicyclo [5.4.0] undec-7-ene (DBU, 0.55 ml) in acetonitrile (12 ml) was refluxed for 5 hours. The produced precipitate was collected by filtration, washed with acetonitrile and methanol to give the title compound (0.38 g, yield 92%) Yields the product C(C)(C)(C)OC(=O)N1CCN(CC1)C1=NC(=C(N=C1)NC(=O)OC(C)(C)C)OCC1=CC(=CC=C1)Cl (5′-tert-Butoxycarbonylamino-6′-(3-chloro-benzyloxy)-2,3,5,6-tetrahydro-[1,2′]bipyrazinyl-4-carboxylic acid tert-butyl ester), foam. Reported procedure: [5-Bromo-3-(3-chloro-benzyloxy)-pyrazin-2-yl]-carbamic acid tert-butyl ester I-3p (2.18 g, 5.3 mmol), pperazine-1-carboxylic acid tert-butyl ester (1.18 g, 6.3 mmol), sodium tert-butoxide (0.71 g, 7.4 mmol), racemic BINAP (196 mg, 315 μmol), and tris(benzylideneacetone)dipalladium (96.5 mg, 105 μmol) were placed in a vial equipped with a septum cap. The vial was evacuated and backfilled with dry nitrogen three times, and toluene (11 mL) added. The mixture was heated to 80° C. for 2 h then cooled... As a reaction SMILES: [C:1]([O:5][C:6](=[O:24])[NH:7][C:8]1[C:13]([O:14][CH2:15][C:16]2[CH:21]=[CH:20][CH:19]=[C:18]([Cl:22])[CH:17]=2)=[N:12][C:11](Br)=[CH:10][N:9]=1)([CH3:4])([CH3:3])[CH3:2].[CH3:25][C:26]([CH3:29])([O-:28])[CH3:27].[Na+].C1C=CC(P(C2C(C3C(P(C4C=CC=[CH:75][CH:76]=4)C4C=CC=CC=4)=CC=C4C=3C=CC=C4)=C3C(C=CC=C3)=CC=2)C2C=CC=CC=2)=CC=1>C(Cl)Cl>[C:26]([O:28][C:6]([N:7]1[CH2:76][CH2:75][N:12]([C:11]2[CH:10]=[N:9][C:8]([NH:7][C:6]([O:5][C:1]([CH3:4])([CH3:3])[CH3:2])=[O:24])=[C:13]([O:14][CH2:15][C:16]3[CH:21]=[CH:20][CH:19]=[C:18]([Cl:22])[CH:17]=3)[N:12]=2)[CH2:13][CH2:8]1)=[O:5])([CH3:29])([CH3:27])[CH3:25] |f:1.2|. Yield: 25.0%. Reactants: C=1C=CC(=CC1)P(C=2C=CC=CC2)C3=CC=C4C=CC=CC4=C3C5=C6C=CC=CC6=CC=C5P(C=7C=CC=CC7)C=8C=CC=CC8 (BINAP), CC(C)([O-])C.[Na+] (sodium tert-butoxide), C(C)(C)(C)OC(NC1=NC=C(N=C1OCC1=CC(=CC=C1)Cl)Br)=O ([5-Bromo-3-(3-chloro-benzyloxy)-pyrazin-2-yl]-carbamic acid tert-butyl ester), pperazine-1-carboxylic acid tert-butyl ester, tris(benzylideneacetone)dipalladium. Reaction conditions: temperature 80 celsius. The solvent is C(Cl)Cl (CH2Cl2). The reactants are Cl (hydrochloride), P(=O)([O-])([O-])[O-] (phosphate), C(C1=CC=CC=C1)OC(=O)N(C1=CC=C(C=C1)C)CC1=NCCC2=CC(=C(C=C12)OC)OC (1-(N-benzyloxycarbonyl-p-toluidinomethyl)-6,7-dimethoxy-3,4-dihydroisoquinoline), [BH4-].[Na+] (sodium borohydride), Cl (hydrochloric acid). The solvent is C(C)O (ethanol), C(C)O (ethanol). Yields the product Cl.C(C1=CC=CC=C1)OC(=O)N(C1=CC=C(C=C1)C)CC1NCCC2=CC(=C(C=C12)OC)OC (1-(N-benzyloxycarbonyl-p-toluidinomethyl)-6,7-dimethoxy-1,2,3,4-tetrahydroisoquinoline hydrochloride). As a reaction SMILES: [ClH:1].P([O-])([O-])([O-])=O.[CH2:7]([O:14][C:15]([N:17]([CH2:25][C:26]1[C:35]2[C:30](=[CH:31][C:32]([O:38][CH3:39])=[C:33]([O:36][CH3:37])[CH:34]=2)[CH2:29][CH2:28][N:27]=1)[C:18]1[CH:23]=[CH:22][C:21]([CH3:24])=[CH:20][CH:19]=1)=[O:16])[C:8]1[CH:13]=[CH:12][CH:11]=[CH:10][CH:9]=1.[BH4-].[Na+]>C(O)C>[ClH:1].[CH2:7]([O:14][C:15]([N:17]([CH2:25][CH:26]1[C:35]2[C:30](=[CH:31][C:32]([O:38][CH3:39])=[C:33]([O:36][CH3:37])[CH:34]=2)[CH2:29][CH2:28][NH:27]1)[C:18]1[CH:19]=[CH:20][C:21]([CH3:24])=[CH:22][CH:23]=1)=[O:16])[C:8]1[CH:13]=[CH:12][CH:11]=[CH:10][CH:9]=1 |f:3.4,6.7|. Reported procedure: A mixture of hydrochloride and phosphate of 1-(N-benzyloxycarbonyl-p-toluidinomethyl)-6,7-dimethoxy-3,4-dihydroisoquinoline (4.6 g) was dissolved in 99% ethanol (45 ml). To the solution was added sodium borohydride (0.8 g) with stirring under ice cooling, and the mixture was stirred for 1.5 hours. The reaction mixture was concentrated to dryness under reduced pressure and to the residue was added water. The mixture was saturated with sodium chloride and extracted with ethyl acetate. The extract ... Product: CC(=O)N1CCCN(c2cc(NC(=O)c3ccc(C(C)(C)O)cc3)nc3cc(C)nn23)CC1. Reaction SMILES: [CH3:40][S:41]([CH3:42])=[O:43].[CH3:44][OH:45].[Cl:1][c:2]1[cH:3][c:4]([NH:12][C:13]([c:14]2[cH:15][cH:16][c:17]([C:20]([CH3:21])([CH3:22])[OH:23])[cH:18][cH:19]2)=[O:24])[n:5][c:6]2[n:7]1[n:8][c:9]([CH3:11])[cH:10]2.[N:25]1([C:32]([CH3:33])=[O:34])[CH2:26][CH2:27][NH:28][CH2:29][CH2:30][CH2:31]1.[O:35]=[CH:36][N:37]([CH3:38])[CH3:39]>>[c:2]1([N:28]2[CH2:27][CH2:26][N:25]([C:32]([CH3:33])=[O:34])[CH2:31][CH2:30][CH2:29]2)[cH:3][c:4]([NH:12][C:13]([c:14]2[cH:15][cH:16][c:17]([C:20]([CH3:21])([CH3:22])[OH:23])[cH:18][cH:19]2)=[O:24])[n:5][c:6]2[n:7]1[n:8][c:9]([CH3:11])[cH:10]2. Starting materials: CS(C)=O, CO, Cc1cc2nc(NC(=O)c3ccc(C(C)(C)O)cc3)cc(Cl)n2n1, CC(=O)N1CCCNCC1, CN(C)C=O. Starting materials: FC(C(=O)O)(F)F (Trifluoroacetic acid), C(C)(C)(C)OC(=O)N1CC(CC1)OC=1C=C(C(=O)NC=2C=C(C(=O)NC3=CC(=CC=C3)N3CCOCC3)C=CC2C)C=CC1 (3-[3-(1-tert-butoxycarbonylpyrrolidin-3-yloxy)benzamido]-4-methyl-N-(3-morpholinophenyl)benzamide). Run in C(Cl)Cl (methylene chloride). Reaction conditions: temperature 0 celsius, time 3 hour. Product: CC1=C(C=C(C(=O)NC2=CC(=CC=C2)N2CCOCC2)C=C1)NC(C1=CC(=CC=C1)OC1CNCC1)=O (4-methyl-N-(3-morpholinophenyl)-3-(3-pyrrolidin-3-yloxybenzamido)benzamide). RXN SMILES: FC(F)(F)C(O)=O.C(OC([N:15]1[CH2:19][CH2:18][CH:17]([O:20][C:21]2[CH:22]=[C:23]([CH:49]=[CH:50][CH:51]=2)[C:24]([NH:26][C:27]2[CH:28]=[C:29]([CH:45]=[CH:46][C:47]=2[CH3:48])[C:30]([NH:32][C:33]2[CH:38]=[CH:37][CH:36]=[C:35]([N:39]3[CH2:44][CH2:43][O:42][CH2:41][CH2:40]3)[CH:34]=2)=[O:31])=[O:25])[CH2:16]1)=O)(C)(C)C>C(Cl)Cl>[CH3:48][C:47]1[CH:46]=[CH:45][C:29]([C:30]([NH:32][C:33]2[CH:38]=[CH:37][CH:36]=[C:35]([N:39]3[CH2:40][CH2:41][O:42][CH2:43][CH2:44]3)[CH:34]=2)=[O:31])=[CH:28][C:27]=1[NH:26][C:24](=[O:25])[C:23]1[CH:49]=[CH:50][CH:51]=[C:21]([O:20][CH:17]2[CH2:18][CH2:19][NH:15][CH2:16]2)[CH:22]=1. Reported procedure: Trifluoroacetic acid (0.6 ml) was added to a stirred solution of 3-[3-(1-tert-butoxycarbonylpyrrolidin-3-yloxy)benzamido]-4-methyl-N-(3-morpholinophenyl)benzamide (0.3 g) in methylene chloride (6 ml) which had been cooled to 0° C. The reaction mixture was stirred at ambient temperature for 3 hours. The mixture was evaporated and the residue was triturated under diethyl ether to give the title compound, as its trifluoroacetate salt. The solid so obtained was dissolved in water (15 ml) and basifie... Starting materials: PdCl2 (PPh3)2, IC1=CC=C(C=C1)OC (4-iodoanisole), C(CC#N)#N (malononitrile), KOBu-t, O (H2O). Run in C1CCOC1 (THF). The product is C(#N)C(C1=CC=C(C=C1)OC)C#N (4-(dicyanomethyl)anisole). Isolated yield 63.9%. Reaction SMILES: I[C:2]1[CH:7]=[CH:6][C:5]([O:8][CH3:9])=[CH:4][CH:3]=1.[C:10](#[N:14])[CH2:11][C:12]#[N:13].O>C1COCC1>[C:12]([CH:11]([C:10]#[N:14])[C:2]1[CH:7]=[CH:6][C:5]([O:8][CH3:9])=[CH:4][CH:3]=1)#[N:13]. Procedure details: To a mixture of 4-iodoanisole (2.3 g, 10 mmol), malononitrile (750 mg, 11 mmol) and KOBu-t (2.5 g, 22 mmol) in THF (40 ml) was added PdCl2 (PPh3)2 (300 mg, 0.4 mmol) at room temperature. After the mixture was refluxed for 25 hours, the mixture was poured into H2O (10 ml), and extracted with ether. The combined extracts were dried (Na2SO4), and concentrated to give a yellow oil, which was purified by a column chromatography on silica gel to give Compound 35 as a colorless solid (1.1 g, 64%).